This data is from the Open Reaction Database (ORD), a public repository of structured organic reaction records. The task is: describe an organic reaction: reactants, conditions, products, and yield The reactants are C(C)N(C(C)C)C(C)C (N-Ethyldiisopropylamine), BrC=1C=C2C=CC(=CC2=CC1)C(=O)O (6-Bromo-2-naphthoic acid), Cl.C(C)N=C=NCCCN(C)C (1-ethyl-3-(3-dimethylaminopropyl)carbodiimide hydrochloride), O.ON1N=NC2=C1C=CC=C2 (1-hydroxy-1H-benzotriazole monohydrate), C1(CC1)N (Cyclopropylamine). Solvent: CN(C=O)C (dimethylformamide), C(C)(=O)OCC (ethyl acetate). Yields the product BrC=1C=C2C=CC(=CC2=CC1)C(=O)NC1CC1 (6-bromo-N-cyclopropyl-2-naphthamide). Isolated yield 70.0%. As a reaction SMILES: [Br:1][C:2]1[CH:3]=[C:4]2[C:9](=[CH:10][CH:11]=1)[CH:8]=[C:7]([C:12]([OH:14])=O)[CH:6]=[CH:5]2.Cl.C(N=C=N[CH2:21][CH2:22][CH2:23][N:24](C)C)C.O.ON1C2C=CC=CC=2N=N1.C(N(C(C)C)C(C)C)C.C1(N)CC1>CN(C)C=O.C(OCC)(=O)C>[Br:1][C:2]1[CH:3]=[C:4]2[C:9](=[CH:10][CH:11]=1)[CH:8]=[C:7]([C:12]([NH:24][CH:23]1[CH2:21][CH2:22]1)=[O:14])[CH:6]=[CH:5]2 |f:1.2,3.4|. Procedure: 6-Bromo-2-naphthoic acid (1.01 g), 1-ethyl-3-(3-dimethylaminopropyl)carbodiimide hydrochloride (0.92 g) and 1-hydroxy-1H-benzotriazole monohydrate (0.735 g; HOBt) were dissolved in dimethylformamide (16 ml) under an argon atmosphere. N-Ethyldiisopropylamine (0.62 g) was added with stirring under ice-cooling. Cyclopropylamine (0.37 g) was added and the mixture was stood with stirring at room temperature for 18 h. The reaction mixture was poured into ethyl acetate (0.15 L) and the mixture was wash... Starting materials: C(C)OC=1C(C(C1OCC)=O)=O (3,4-diethoxy-3-cyclobutene-1,2-dione), TEA, NC=1C(=C(C(=CC1)Cl)S(=O)(=O)N(C)OC)O (3-Amino-6-chloro-2-hydroxy-N-methoxy-N-methyl-benzenesulfonamide). Solvent: C(C)O (ethanol). Reaction conditions: temperature 45 celsius, time 1 hour. Product: ClC1=CC=C(C(=C1S(=O)(=O)N(C)OC)O)NC1=C(C(C1=O)=O)OCC (6-Chloro-3-(2-ethoxy-3,4-dioxo-cyclobut-1-enylamino)-2-hydroxy-N-methoxy-N-methyl-benzenesulfonamide). As a reaction SMILES: C(O[C:4]1[C:5](=[O:12])[C:6](=[O:11])[C:7]=1[O:8][CH2:9][CH3:10])C.[NH2:13][C:14]1[C:15]([OH:28])=[C:16]([S:21]([N:24]([O:26][CH3:27])[CH3:25])(=[O:23])=[O:22])[C:17]([Cl:20])=[CH:18][CH:19]=1>C(O)C>[Cl:20][C:17]1[C:16]([S:21]([N:24]([O:26][CH3:27])[CH3:25])(=[O:22])=[O:23])=[C:15]([OH:28])[C:14]([NH:13][C:4]2[C:5](=[O:12])[C:6](=[O:11])[C:7]=2[O:8][CH2:9][CH3:10])=[CH:19][CH:18]=1. Procedure details: A solution of 3,4-diethoxy-3-cyclobutene-1,2-dione (2.83 g, 1.2 equiv) in ethanol (30 ml) was treated with TEA (1.54 g, 1.1 equiv) and the reaction mixture was heated to 45° C. 3-Amino-6-chloro-2-hydroxy-N-methoxy-N-methyl-benzenesulfonamide (3.7 g, 1 equiv) was added portion wise over 30 minutes, with vigorous stirring, maintaining the reaction mixture at 45° C. The reaction mixture was stirred at 45° C. for 1 hour and then allowed to cool to RT. The solvent was removed in vacuo and the residue... Run at time 48 hour. Starting materials: C(OCC)(=O)OC(=O)[O-] (ethyl pyrocarbonate), NC(=O)N (urea). Reaction SMILES: [C:1]([O:6]C([O-])=O)(=O)[O:2][CH2:3][CH3:4].[NH2:10][C:11]([NH2:13])=[O:12]>C(Cl)(Cl)Cl>[C:1]([NH:10][C:11](=[O:12])[NH2:13])([O:2][CH2:3][CH3:4])=[O:6]. Procedure details: 0.65 ml (0.72 g, 0.00443 moles) of ethyl pyrocarbonate are added to a solution of 1.0 g (0.00285 moles) of 1-(1',3'-bis/2",6"-dimethylphenyl/-4'-methyl-imidazolidine-2'-ylidene)-urea, prepared as described in Example 72, in 10 ml of dry chloroform, and the mixture is allowed to stand at room temperature for 48 hours. Thereafter the solvent and the excess of the reactant are distilled off under reduced pressure. The oily residue is dissolved in 10 ml of diethyl ether, the insolubles are filtered ... Product: C(=O)(OCC)NC(N)=O (3-carbethoxy-urea). The solvent is C(Cl)(Cl)Cl (chloroform). The reactants are NC=1N(C(C2(N1)CC(OC1=CC=C(C=C12)Br)C1=CC=CC=C1)=O)C (2′-amino-6-bromo-1′-methyl-2-phenylspiro[chroman-4,4′-imidazol]-5′(1′H)-one), COCC1=CC=C(C=C1)B(O)O (4-(methoxymethyl)phenylboronic acid). Reagents/catalysts: Cl[Pd]([P](C1=CC=CC=C1)(C2=CC=CC=C2)C3=CC=CC=C3)([P](C4=CC=CC=C4)(C5=CC=CC=C5)C6=CC=CC=C6)Cl (Pd(PPh3)2Cl2). Solvent: O1CCOCC1 (1,4-dioxane), C(=O)([O-])[O-].[Cs+].[Cs+] (Cs2CO3). Conditions: temperature 120 celsius. Yields the product NC=1N(C(C2(N1)CC(OC1=CC=C(C=C12)C1=CC=C(C=C1)COC)C1=CC=CC=C1)=O)C (2′-amino-6-(4-(methoxymethyl)phenyl)-1′-methyl-2-phenylsp-iro[chroman-4,4′-imidazol]-5′(1′H)-one). Isolated yield 17.1%. As a reaction SMILES: [NH2:1][C:2]1[N:3]([CH3:24])[C:4](=[O:23])[C:5]2([C:15]3[C:10](=[CH:11][CH:12]=[C:13](Br)[CH:14]=3)[O:9][CH:8]([C:17]3[CH:22]=[CH:21][CH:20]=[CH:19][CH:18]=3)[CH2:7]2)[N:6]=1.[CH3:25][O:26][CH2:27][C:28]1[CH:33]=[CH:32][C:31](B(O)O)=[CH:30][CH:29]=1>O1CCOCC1.C([O-])([O-])=O.[Cs+].[Cs+].Cl[Pd](Cl)([P](C1C=CC=CC=1)(C1C=CC=CC=1)C1C=CC=CC=1)[P](C1C=CC=CC=1)(C1C=CC=CC=1)C1C=CC=CC=1>[NH2:1][C:2]1[N:3]([CH3:24])[C:4](=[O:23])[C:5]2([C:15]3[C:10](=[CH:11][CH:12]=[C:13]([C:31]4[CH:32]=[CH:33][C:28]([CH2:27][O:26][CH3:25])=[CH:29][CH:30]=4)[CH:14]=3)[O:9][CH:8]([C:17]3[CH:22]=[CH:21][CH:20]=[CH:19][CH:18]=3)[CH2:7]2)[N:6]=1 |f:3.4.5,^1:51,70|. Reported procedure: Pd(PPh3)2Cl2 (10 mg) in a 10 mL tube under Ar was treated sequentially with 2′-amino-6-bromo-1′-methyl-2-phenylspiro[chroman-4,4′-imidazol]-5′(1′H)-one (20 mg, 0.052 mmol) in 1,4-dioxane (1 mL), Cs2CO3 (2 N, 0.3 mL) and 4-(methoxymethyl)phenylboronic acid (16.6 mg, 0.1 mmol). The mixture was heated at 120° C. in a microwave reactor for 30 minutes. The reaction mixture was concentrated in vacuo to give the residue, which was purified by preparative TLC to give pure 2′-amino-6-(4-(methoxymethyl)ph... Starting materials: C[Li] (methyllithium), O (water), BrC=1C=C(C=CC1)CS(=O)(=O)NCC1=C(C=C(C=C1)OC)OC (C-(3-bromophenyl)-N-(2,4-dimethoxybenzyl)methanesulfonamide), CI (methyl iodide). The solvent is C(C)OCC (diethyl ether), C(C)(=O)OCC (ethyl acetate), C(C)(=O)OCC (ethyl acetate), C1CCOC1 (THF). Run at time 5 minute. Product: COC1=C(CNS(=O)(=O)C(C)C2=CC(=CC=C2)Br)C=CC(=C1)OC (N-(2,4-Dimethoxybenzyl)-1-(3-bromophenyl)ethanesulfonamide). Reaction SMILES: [Br:1][C:2]1[CH:3]=[C:4]([CH2:8][S:9]([NH:12][CH2:13][C:14]2[CH:19]=[CH:18][C:17]([O:20][CH3:21])=[CH:16][C:15]=2[O:22][CH3:23])(=[O:11])=[O:10])[CH:5]=[CH:6][CH:7]=1.[CH3:24][Li].CI.O>C1COCC1.C(OCC)C.C(OCC)(=O)C>[CH3:23][O:22][C:15]1[CH:16]=[C:17]([O:20][CH3:21])[CH:18]=[CH:19][C:14]=1[CH2:13][NH:12][S:9]([CH:8]([C:4]1[CH:5]=[CH:6][CH:7]=[C:2]([Br:1])[CH:3]=1)[CH3:24])(=[O:10])=[O:11]. Procedure: Under inert gas, 3.50 g of C-(3-bromophenyl)-N-(2,4-dimethoxybenzyl)methanesulfonamide were initially charged in 40 ml of THF, and then, at a temperature of −76° C., 10.93 ml of a 1.6 N methyllithium solution in diethyl ether were added dropwise and the mixture was stirred for 5 minutes. After the addition of 1.24 g of methyl iodide, the reaction mixture was allowed to come to room temperature. The reaction solution was admixed with water and ethyl acetate, and the aqueous phase was reextracted ... The reactants are CCc1cc(C(F)(F)F)ccc1C(=O)O, NC1CCCC1N1CCCC1. Yields the product CCc1cc(C(F)(F)F)ccc1C(=O)NC1CCCC1N1CCCC1. Reaction SMILES: [CH2:12]([CH3:13])[c:14]1[c:15]([C:16](=[O:17])[OH:18])[cH:19][cH:20][c:21]([C:23]([F:24])([F:25])[F:26])[cH:22]1.[N:1]1([CH:6]2[CH:7]([NH2:11])[CH2:8][CH2:9][CH2:10]2)[CH2:2][CH2:3][CH2:4][CH2:5]1>>[N:1]1([CH:6]2[CH:7]([NH:11][C:16]([c:15]3[c:14]([CH2:12][CH3:13])[cH:22][c:21]([C:23]([F:24])([F:25])[F:26])[cH:20][cH:19]3)=[O:17])[CH2:8][CH2:9][CH2:10]2)[CH2:2][CH2:3][CH2:4][CH2:5]1. The reactants are COC(CN(C1=CC(=C(C=C1)F)OC)S(=O)(=O)C)OC (N-(2,2-dimethoxyethyl)-N-methanesulphonyl-4-fluoro-3-methoxyaniline), C([O-])(O)=O (bicarbonate). The reagents and catalysts are Cl[Ti](Cl)(Cl)Cl (TiCl4). The solvent is C1(=CC=CC=C1)C (toluene), C1(=CC=CC=C1)C (toluene). Reaction conditions: temperature 70 celsius. Product: FC=1C=C2C=CN(C2=CC1OC)S(=O)(=O)C (5-fluoro-1-methanesulphonyl-6-methoxyindole). As a reaction SMILES: CO[CH:3](OC)[CH2:4][N:5]([S:15]([CH3:18])(=[O:17])=[O:16])[C:6]1[CH:11]=[CH:10][C:9]([F:12])=[C:8]([O:13][CH3:14])[CH:7]=1.C(=O)(O)[O-]>C1(C)C=CC=CC=1.Cl[Ti](Cl)(Cl)Cl>[F:12][C:9]1[CH:10]=[C:11]2[C:6](=[CH:7][C:8]=1[O:13][CH3:14])[N:5]([S:15]([CH3:18])(=[O:17])=[O:16])[CH:4]=[CH:3]2. Reported procedure: To a solution of N-(2,2-dimethoxyethyl)-N-methanesulphonyl-4-fluoro-3-methoxyaniline (1.91 g, 0.65 mmol) in dry toluene at 0° C. under argon, was added slowly a solution of TiCl4 (0.173 g, 0.911 mmol) in dry toluene (10 ml). The solution was then heated to 70° C. for 1 h. cooled and poured onto ice/sat. sod. bicarbonate solution (20 ml). The organic layer was separated, washed with sat. sod. bicarbonate solution, 0.5% hydrochloric acid (2×20 ml) and water (2×20 ml). The solution was dried (MgSO4...